describe an organic reaction: reactants, conditions, products, and yield From a dataset of the Open Reaction Database (ORD), a public repository of structured organic reaction records. The reactants are OC1=C(C(=O)OC)C=CC(=C1)I (methyl 2-hydroxy-4-iodobenzoate), FC1=C(C=CC(=C1)F)B(O)O ((2,4-difluorophenyl)boronic acid), C1(CCCCC1)P(C1=C(C=CC=C1)C1=C(C=CC=C1OC)OC)C1CCCCC1 (dicyclohexyl(2′,6′-dimethoxybiphenyl-2-yl)phosphine), C([O-])([O-])=O.[Na+].[Na+] (sodium carbonate). Reagents/catalysts: C=1C=CC(=CC1)/C=C/C(=O)/C=C/C2=CC=CC=C2.C=1C=CC(=CC1)/C=C/C(=O)/C=C/C2=CC=CC=C2.C=1C=CC(=CC1)/C=C/C(=O)/C=C/C2=CC=CC=C2.[Pd].[Pd] (tris(dibenzylideneacetone)dipalladium(0)). The solvent is O (water), C1(=CC=CC=C1)C (toluene). Reaction conditions: temperature 70 celsius, time 1 hour. Product: C(C1=CC=CC=C1)OC=1C=C(C=CC1C(=O)OC)C1=C(C=C(C=C1)F)F (Methyl 3-(benzyloxy)-2′,4′-difluorobiphenyl-4-carboxylate). Isolated yield 725.6%. RXN SMILES: [OH:1][C:2]1[CH:11]=[C:10](I)[CH:9]=[CH:8][C:3]=1[C:4]([O:6][CH3:7])=[O:5].[F:13][C:14]1[CH:19]=[C:18]([F:20])[CH:17]=[CH:16][C:15]=1B(O)O.C1(P(C2CCCCC2)[C:31]2[CH:36]=[CH:35][CH:34]=[CH:33][C:32]=2[C:37]2C(OC)=CC=CC=2OC)CCCCC1.C(=O)([O-])[O-].[Na+].[Na+]>C1C=CC(/C=C/C(/C=C/C2C=CC=CC=2)=O)=CC=1.C1C=CC(/C=C/C(/C=C/C2C=CC=CC=2)=O)=CC=1.C1C=CC(/C=C/C(/C=C/C2C=CC=CC=2)=O)=CC=1.[Pd].[Pd].O.C1(C)C=CC=CC=1>[CH2:37]([O:1][C:2]1[CH:11]=[C:10]([C:17]2[CH:16]=[CH:15][C:14]([F:13])=[CH:19][C:18]=2[F:20])[CH:9]=[CH:8][C:3]=1[C:4]([O:6][CH3:7])=[O:5])[C:32]1[CH:33]=[CH:34][CH:35]=[CH:36][CH:31]=1 |f:3.4.5,6.7.8.9.10|. Procedure: A mixture of methyl 2-hydroxy-4-iodobenzoate (22 g), (2,4-difluorophenyl)boronic acid (25 g), dicyclohexyl(2′,6′-dimethoxybiphenyl-2-yl)phosphine (4.87 g), a 2 M aqueous sodium carbonate solution (119 mL), tris(dibenzylideneacetone)dipalladium(0) (5.07 g), and toluene (150 mL) was stirred at 100° C. for 2 hours. The reaction mixture was poured to water at room temperature, and the mixture was filtered through celite. Then, the filtrate was subjected to extraction with ethyl acetate. The obtained... Isolated yield 15.8%. Yields the product C[C@@H]1N(CCN(C1)S(=O)(=O)C1=CC=C(C=C1)OC(F)(F)F)C(=O)C=1C=NC(=CC1)C ((2S)-2-Methyl-1-[(6-methyl-3-pyridinyl)carbonyl]-4-({4-[(trifluoromethyl)oxy]phenyl}sulfonyl)piperazine). Reaction conditions: time 20 hour. Procedure details: To a solution of (2S)-2-methyl-1-[(6-methyl-3-pyridinyl)carbonyl]piperazine (Description 13) (100 mg, 0.456 mmol) in DMF (10 ml) was added 4-[(trifluoromethyl)oxy]benzenesulfonyl chloride (143 mg, 0.547 mmol). Finally DIPEA (0.239 ml, 1.368 mmol) was added and the reaction mixture was stirred at room temperature for 20 h. Solvent was removed by evaporation, the residue was dissolved in ethyl acetate and the solution extracted with saturated aqueous NaHCO3. The organic layer was dried over MgSO4,... Run in CN(C)C=O (DMF). Reaction SMILES: [CH3:1][C@H:2]1[CH2:7][NH:6][CH2:5][CH2:4][N:3]1[C:8]([C:10]1[CH:11]=[N:12][C:13]([CH3:16])=[CH:14][CH:15]=1)=[O:9].[F:17][C:18]([F:31])([F:30])[O:19][C:20]1[CH:25]=[CH:24][C:23]([S:26](Cl)(=[O:28])=[O:27])=[CH:22][CH:21]=1.CCN(C(C)C)C(C)C>CN(C=O)C>[CH3:1][C@H:2]1[CH2:7][N:6]([S:26]([C:23]2[CH:22]=[CH:21][C:20]([O:19][C:18]([F:17])([F:30])[F:31])=[CH:25][CH:24]=2)(=[O:28])=[O:27])[CH2:5][CH2:4][N:3]1[C:8]([C:10]1[CH:11]=[N:12][C:13]([CH3:16])=[CH:14][CH:15]=1)=[O:9]. Starting materials: C[C@@H]1N(CCNC1)C(=O)C=1C=NC(=CC1)C ((2S)-2-methyl-1-[(6-methyl-3-pyridinyl)carbonyl]piperazine), FC(OC1=CC=C(C=C1)S(=O)(=O)Cl)(F)F (4-[(trifluoromethyl)oxy]benzenesulfonyl chloride), CCN(C(C)C)C(C)C (DIPEA). The reactants are COc1ccc(N)cc1, CO, Cc1c(Cl)nnc(Cc2ccncc2)c1C, ClCCl. Product: COc1ccc(Nc2nnc(Cc3ccncc3)c(C)c2C)cc1. As a reaction SMILES: [CH3:17][O:18][c:19]1[cH:20][cH:21][c:22]([NH2:23])[cH:24][cH:25]1.[CH3:29][OH:30].[Cl:1][c:2]1[n:3][n:4][c:5]([CH2:10][c:11]2[cH:12][cH:13][n:14][cH:15][cH:16]2)[c:6]([CH3:9])[c:7]1[CH3:8].[Cl:26][CH2:27][Cl:28]>>[c:2]1([NH:23][c:22]2[cH:21][cH:20][c:19]([O:18][CH3:17])[cH:25][cH:24]2)[n:3][n:4][c:5]([CH2:10][c:11]2[cH:12][cH:13][n:14][cH:15][cH:16]2)[c:6]([CH3:9])[c:7]1[CH3:8]. Procedure details: Trifluoro-methanesulfonic acid 3-(2-benzyl-2-aza-bicyclo[3.3.1]non-5-yl)-phenyl ester (13.33 g, 30.33 mmol) was azeotroped with THF (2×50 mL) then dissolved in anhydrous THF (150 mL) with benzophenone imine (6.3 mL, 17.61 mmol), cesium carbonate (14.23 g, 43.67 mmol) and BlNAP (racemic, 1.89 g, 3.03 mmol). The reaction vessel was degassed (evac./N2 purge 3×) before charging with palladium (11) acetate (410 mg, 1.82 mmol). The reaction was warmed to 80° C. for 18 h, at which point it was judged i... The solvent is C1CCOC1 (THF), C1CCOC1 (THF), C1CCOC1 (THF), hexanes. Run at temperature 80 celsius, time 18 hour. Reaction SMILES: [CH2:1]([N:8]1[CH2:15][CH2:14][C:13]2([C:17]3[CH:18]=[C:19](OS(C(F)(F)F)(=O)=O)[CH:20]=[CH:21][CH:22]=3)[CH2:16][CH:9]1[CH2:10][CH2:11][CH2:12]2)[C:2]1[CH:7]=[CH:6][CH:5]=[CH:4][CH:3]=1.C(=[NH:44])(C1C=CC=CC=1)C1C=CC=CC=1.C(=O)([O-])[O-].[Cs+].[Cs+].Cl>C1COCC1.C([O-])(=O)C.[Pd+2].C([O-])(=O)C>[CH2:1]([N:8]1[CH2:15][CH2:14][C:13]2([C:17]3[CH:18]=[C:19]([NH2:44])[CH:20]=[CH:21][CH:22]=3)[CH2:16][CH:9]1[CH2:10][CH2:11][CH2:12]2)[C:2]1[CH:7]=[CH:6][CH:5]=[CH:4][CH:3]=1 |f:2.3.4,7.8.9|. Starting materials: Cl (HCl), C(C1=CC=CC=C1)N1C2CCCC(CC1)(C2)C=2C=C(C=CC2)OS(=O)(=O)C(F)(F)F (Trifluoro-methanesulfonic acid 3-(2-benzyl-2-aza-bicyclo[3.3.1]non-5-yl)-phenyl ester), C(C1=CC=CC=C1)(C1=CC=CC=C1)=N (benzophenone imine), C([O-])([O-])=O.[Cs+].[Cs+] (cesium carbonate). Isolated yield 62.3%. The reagents and catalysts are C(C)(=O)[O-].[Pd+2].C(C)(=O)[O-] (palladium (11) acetate), C(C)(=O)[O-].[Pd+2].C(C)(=O)[O-] (palladium (11) acetate). Yields the product C(C1=CC=CC=C1)N1C2CCCC(CC1)(C2)C=2C=C(C=CC2)N (3-(2-Benzyl-2-aza-bicyclo[3.3.1]non-5-yl)-phenylamine). Reactants: C(C)(C)OC(=O)N[C@H](C(C)C)C(=O)O (N-isopropoxycarbonyl-D-valine), C1(=CC=C(C=C1)S(=O)(=O)O)C.FC1=CC2=C(N=C(S2)[C@@H](C)N)C=C1 ((R)-1-(6-fluoro-2-benzothiazolyl)ethylamine p-toluenesulfonate), CN1CCOCC1 (N-methylmorpholine), C(OCC(C)C)(=O)Cl (isobutyl chlorocarbonate). Solvent: C1(=CC=CC=C1)C (toluene), C1(=CC=CC=C1)C (toluene). The product is FC1=CC2=C(N=C(S2)[C@@H](C)NC(=O)[C@@H](C(C)C)NC(OC(C)C)=O)C=C1 (isopropyl {(R)-1-[(R)-1-(6-fluorobenzothiazol-2-yl)ethylcarbamoyl]-2-methylpropyl}carbamate). The yield is 60.8%. RXN SMILES: [CH:1]([O:4][C:5]([NH:7][C@@H:8]([C:12]([OH:14])=O)[CH:9]([CH3:11])[CH3:10])=[O:6])([CH3:3])[CH3:2].CN1CCOCC1.C(Cl)(=O)OCC(C)C.C1(C)C=CC(S(O)(=O)=O)=CC=1.[F:41][C:42]1[CH:53]=[CH:52][C:45]2[N:46]=[C:47]([C@H:49]([NH2:51])[CH3:50])[S:48][C:44]=2[CH:43]=1>C1(C)C=CC=CC=1>[F:41][C:42]1[CH:53]=[CH:52][C:45]2[N:46]=[C:47]([C@H:49]([NH:51][C:12]([C@H:8]([NH:7][C:5](=[O:6])[O:4][CH:1]([CH3:2])[CH3:3])[CH:9]([CH3:10])[CH3:11])=[O:14])[CH3:50])[S:48][C:44]=2[CH:43]=1 |f:3.4|. Procedure details: In 500 ml of toluene, 10.2 g (0.05 mol) of N-isopropoxycarbonyl-D-valine was dissolved. Thereto were dropwise added, at −5° C., 12.4 g (0.0125 mol) of N-methylmorpholine and 6.8 g (0.05 mol) of isobutyl chlorocarbonate. Thereto was added, at −5° C., 18.3 g (0.05 mol) of (R)-1-(6-fluoro-2-benzothiazolyl)ethylamine p-toluenesulfonate. A reaction and a post-treatment were conducted in the same manner as in Reference Example 1, and the suspension of a solid in toluene was filtered to collect the sol... Starting materials: C1(=CC=CC=C1)/C=C/C=1OC=C(N1)COC1=CC=C(C=C1)CCCCCO (5-[4-[2-[(E)-2-phenylethenyl]-4-oxazolylmethoxy]phenyl]pentanol), N1N=CN=C1 (1,2,4-triazole). The product is C1(=CC=CC=C1)/C=C/C=1OC=C(N1)COC1=CC=C(C=C1)CCCCCN1N=CN=C1 (1-[5-[4-[2-[(E)-2-phenylethenyl]-4-oxazolylmethoxy]phenyl]pentyl]-1,2,4-triazole). Isolated yield 60.0%. Reaction SMILES: [C:1]1(/[CH:7]=[CH:8]/[C:9]2[O:10][CH:11]=[C:12]([CH2:14][O:15][C:16]3[CH:21]=[CH:20][C:19]([CH2:22][CH2:23][CH2:24][CH2:25][CH2:26]O)=[CH:18][CH:17]=3)[N:13]=2)[CH:6]=[CH:5][CH:4]=[CH:3][CH:2]=1.[NH:28]1[CH:32]=[N:31][CH:30]=[N:29]1>>[C:1]1(/[CH:7]=[CH:8]/[C:9]2[O:10][CH:11]=[C:12]([CH2:14][O:15][C:16]3[CH:21]=[CH:20][C:19]([CH2:22][CH2:23][CH2:24][CH2:25][CH2:26][N:28]4[CH:32]=[N:31][CH:30]=[N:29]4)=[CH:18][CH:17]=3)[N:13]=2)[CH:6]=[CH:5][CH:4]=[CH:3][CH:2]=1. Procedure: In substantially the same manner as in Working Example 1, 5-[4-[2-[(E)-2-phenylethenyl]-4-oxazolylmethoxy]phenyl]pentanol was allowed to react with 1,2,4-triazole to give 1-[5-[4-[2-[(E)-2-phenylethenyl]-4-oxazolylmethoxy]phenyl]pentyl]-1,2,4-triazole. The yield was 60%. Recrystallization from ethyl acetate-hexane gave colorless prisms, mp 103-104° C. Run at time 10 hour. The solvent is CN(C=O)C (dimethylformamide), CN(C=O)C (dimethylformamide). Yields the product C1(CCC1)CN1C(C2=CCCCC2(CC1=O)C1=CC(=CC=C1)OC)=O (N-Cyclobutylmethyl-4a-(m-methoxyphenyl)-1,3-diketo-1,2,3,4,4a,5,6,7-octahydroisoquinoline). The reactants are COC=1C=C(C=CC1)C12CC(NC(C2=CCCC1)=O)=O (4a-(m-methoxyphenyl)-1,3-diketo-1,2,3,4,4a,5,6,7-octahydroisoquinoline), C1(CCC1)CCS(=O)(=O)[O-] (Cyclobutylmethylmesylate), suspension, [H-].[Na+] (sodium hydride), oil, product. Reaction SMILES: [CH3:1][O:2][C:3]1[CH:4]=[C:5]([C:9]23[CH2:18][CH2:17][CH2:16][CH:15]=[C:14]2[C:13](=[O:19])[NH:12][C:11](=[O:20])[CH2:10]3)[CH:6]=[CH:7][CH:8]=1.[H-].[Na+].[CH:23]1([CH2:27]CS([O-])(=O)=O)[CH2:26][CH2:25][CH2:24]1>CN(C)C=O>[CH:23]1([CH2:27][N:12]2[C:11](=[O:20])[CH2:10][C:9]3([C:5]4[CH:6]=[CH:7][CH:8]=[C:3]([O:2][CH3:1])[CH:4]=4)[C:14](=[CH:15][CH2:16][CH2:17][CH2:18]3)[C:13]2=[O:19])[CH2:26][CH2:25][CH2:24]1 |f:1.2|. Procedure: The procedure in Example 9, Part A was followed in which 4a-(m-methoxyphenyl)-1,3-diketo-1,2,3,4,4a,5,6,7-octahydroisoquinoline (10.74 g) in 135 ml of anhydrous dimethylformamide was added to a 55% suspension of sodium hydride in mineral oil (2.15 g) in 90 ml of dimethylformamide at 70° C. Cyclobutylmethylmesylate (9 g) was added and the reaction heated at 80°-90° C. for 6 hours, then at 25° C. for 10 hours. This gave, after chromatography, a crystalline product (6 g), mp 89°-93° C. Starting materials: ClC1=CC(=C(C(=O)Cl)C=C1)OC (4-chloro-2-methoxy-benzoyl chloride), ClC1=CC(=C(C(=O)O)C=C1)OC (4-chloro-2-methoxy-benzoic acid), S(=O)(Cl)Cl (thionyl chloride), Cl.Cl.NC1=NC=NC=C1N (4,5-diaminopyrimidine dihydrochloride). Reagents/catalysts: CN(C1=CC=NC=C1)C (4-dimethylamino pyridine). Solvent: N1=CC=CC=C1 (pyridine). Reaction conditions: time 2 hour. Yields the product NC1=NC=NC=C1NC(C1=C(C=C(C=C1)Cl)OC)=O (4-Amino-5-(4-chloro-2-methoxy-benzoylamino)-pyrimidine). RXN SMILES: [Cl:1][C:2]1[CH:10]=[CH:9][C:5]([C:6](Cl)=[O:7])=[C:4]([O:11][CH3:12])[CH:3]=1.ClC1C=CC(C(O)=O)=C(OC)C=1.S(Cl)(Cl)=O.Cl.Cl.[NH2:31][C:32]1[C:37]([NH2:38])=[CH:36][N:35]=[CH:34][N:33]=1>N1C=CC=CC=1.CN(C)C1C=CN=CC=1>[NH2:31][C:32]1[C:37]([NH:38][C:6](=[O:7])[C:5]2[CH:9]=[CH:10][C:2]([Cl:1])=[CH:3][C:4]=2[O:11][CH3:12])=[CH:36][N:35]=[CH:34][N:33]=1 |f:3.4.5|. Procedure details: The 4-chloro-2-methoxy-benzoyl chloride prepared from 5.6 g of 4-chloro-2-methoxy-benzoic acid and 100 ml of thionyl chloride was dissolved as crude product in 100 ml of pyridine and mixed successively with 5 g of 4,5-diaminopyrimidine dihydrochloride and 1 g of 4-dimethylamino pyridine. After stirring for at first 2 hours at room termperature and then for 1.5 hours at 100° C., the reaction mixture was evaporated to dryness, mixed with water, and neutralized with sodium bicarbonate. The precipit... Reactants: [Cl-].[NH4+] (ammonium chloride), CSC(C(=O)OC)(C)C1=CC(=CC=C1)C(C1=CC=CC=C1)=O (Methyl α-methylthio-α-(m-benzoylphenyl)propionate), [Na] (sodium), CS (methyl mercaptan). Run in CO (methanol), CO (methanol), O (water). The product is C(C1=CC=CC=C1)(=O)C=1C=C(C=CC1)C(C(=O)OC)C (methyl α-(m-benzoylphenyl)propionate). Yield: 67.7%. RXN SMILES: CS[C:3]([C:9]1[CH:14]=[CH:13][CH:12]=[C:11]([C:15](=[O:22])[C:16]2[CH:21]=[CH:20][CH:19]=[CH:18][CH:17]=2)[CH:10]=1)([CH3:8])[C:4]([O:6][CH3:7])=[O:5].[Na].CS.[Cl-].[NH4+]>CO.O>[C:15]([C:11]1[CH:10]=[C:9]([CH:3]([CH3:8])[C:4]([O:6][CH3:7])=[O:5])[CH:14]=[CH:13][CH:12]=1)(=[O:22])[C:16]1[CH:21]=[CH:20][CH:19]=[CH:18][CH:17]=1 |f:3.4,^1:22|. Procedure details: Methyl α-methylthio-α-(m-benzoylphenyl)propionate (628 mg) was dissolved in 2 ml of anhydrous methanol, and 1.5 ml (2.34 M) of a methanol solution of sodium salt of methyl mercaptan was added. The mixture was heated under reflux for 1.5 hours. After cooling, an aqueous solution of ammonium chloride (2.0 g/10 ml) was added to stop the reaction. The reaction mixture was diluted with 10 ml of water, and then extracted with 30 ml of diethyl ether and then twice with 10 ml of diethyl ether. The extra...